From a dataset of the Open Reaction Database (ORD), a public repository of structured organic reaction records. describe an organic reaction: reactants, conditions, products, and yield Starting materials: CN(C)CC1CN(Cc2ccccc2)c2ccccc2N1C=O, CO, Cl. Product: CN(C)CC1CNc2ccccc2N1C=O. Reaction SMILES: [CH2:2]([c:3]1[cH:4][cH:5][cH:6][cH:7][cH:8]1)[N:9]1[CH2:10][CH:11]([CH2:21][N:22]([CH3:23])[CH3:24])[N:12]([CH:19]=[O:20])[c:13]2[cH:14][cH:15][cH:16][cH:17][c:18]21.[CH3:25][OH:26].[ClH:1]>>[NH:9]1[CH2:10][CH:11]([CH2:21][N:22]([CH3:23])[CH3:24])[N:12]([CH:19]=[O:20])[c:13]2[cH:14][cH:15][cH:16][cH:17][c:18]21. Starting materials: C(=O)(OCC1=CC=CC=C1)N1[C@H](C(=O)O)CC(C1)(O)CC=1OC=CC1 (N-carbobenzyloxy-4-[(2-furyl)methyl]-4-hydroxy-L-proline), C(=O)(OCC1=CC=CC=C1)N1[C@H](C(=O)O)CC(C1)(O)CC=1OC=CC1 (N-Carbobenzyloxy-4-[(2-furyl)methyl]-4-hydroxy-L-proline), C(C)(=O)SCC(=O)N1[C@H](C(=O)O)CC(C1)(O)CC=1OC=CC1 (1-[2(Acetylthio)-1-oxoethyl]-4-[(2-furyl)-methyl]-4-hydroxy-L-proline). The product is O1C(=CC=C1)CC1(C[C@H](NC1)C(=O)O)O (4-[(2-furyl)methyl]-4-hydroxy-L-proline). As a reaction SMILES: C([N:11]1[CH2:18][C:17]([CH2:20][C:21]2[O:22][CH:23]=[CH:24][CH:25]=2)([OH:19])[CH2:16][C@H:12]1[C:13]([OH:15])=[O:14])(OCC1C=CC=CC=1)=O.C(SCC(N1CC(CC2OC=CC=2)(O)C[C@H]1C(O)=O)=O)(=O)C>>[O:22]1[CH:23]=[CH:24][CH:25]=[C:21]1[CH2:20][C:17]1([OH:19])[CH2:18][NH:11][C@H:12]([C:13]([OH:15])=[O:14])[CH2:16]1. Procedure: The N-carbobenzyloxy-4-[(2-furyl)methyl]-4-hydroxy-L-proline from part (a) is hydrogenated according to the procedure of Example 1 (b) to yield 4-[(2-furyl)methyl]-4-hydroxy-L-proline. This amino acid is reacted with 2-acetylthioacetyl chloride according to the procedure of Example 1 (c) to yield 1-[2-(acetylthio)-1-oxoethyl]-4-[(2-furyl)methyl]-4-hydroxy-L-proline. Reactants: N(=O)[O-].[Na+] (sodium nitrite), [I-].[K+] (potassium iodide), S(=S)(=O)([O-])[O-].[Na+].[Na+] (sodium thiosulfate), BrC=1C=C(C=CC1N)C1=CC=CC=C1 (3-bromobiphenyl-4-ylamine), Cl (hydrochloric acid). Run in O (water), O (water), C(C)(=O)O (acetic acid). Reaction conditions: temperature 15 celsius, time 30 minute. The product is IC=1C=C(C=CC1N)C1=CC=CC=C1 (3-iodobiphenyl-4-ylamine). Reaction SMILES: Br[C:2]1[CH:3]=[C:4]([C:9]2[CH:14]=[CH:13][CH:12]=[CH:11][CH:10]=2)[CH:5]=[CH:6][C:7]=1[NH2:8].Cl.N([O-])=O.[Na+].[I-:20].[K+].S([O-])([O-])(=O)=S.[Na+].[Na+]>C(O)(=O)C.O>[I:20][C:2]1[CH:3]=[C:4]([C:9]2[CH:14]=[CH:13][CH:12]=[CH:11][CH:10]=2)[CH:5]=[CH:6][C:7]=1[NH2:8] |f:2.3,4.5,6.7.8|. Procedure details: A solution of 7.3 g (29.4 mmol) of 3-bromobiphenyl-4-ylamine in 120 mL of acetic acid is mixed with 6 mL of concentrated hydrochloric acid at ambient temperature, cooled to 15° C., and stirred for 30 minutes. A solution of 2 g (28.9 mmol) of sodium nitrite in 7 mL of water is slowly added dropwise to this reaction mixture at 15° C. and stirred for 30 minutes. Then at 5° C., a solution of 5.4 g (32.5 mmol) of potassium iodide in 28 mL of water is slowly added dropwise and the mixture is stirred. ... Reactants: COC1=C(C=C(C(C(=O)OC)=C1)N)OCCCCl (methyl 5-methoxy-4-(3-chloropropoxy)anthranilate), CO (methanol), C(OC)([O-])[O-] (methyl orthoformate), C(C)(=O)[O-].[NH4+] (ammonium acetate). The solvent is O (water). Run at temperature 5 celsius, time 8 hour. Yields the product COC=1C=C2C(NC=NC2=CC1OCCCCl)=O (6-methoxy-7-(3-chloropropoxy)quinazolin-4-one). The yield is 94.0%. Reaction SMILES: [CH3:1][O:2][C:3]1[CH:12]=[C:7]([C:8](OC)=[O:9])[C:6]([NH2:13])=[CH:5][C:4]=1[O:14][CH2:15][CH2:16][CH2:17][Cl:18].C([O-])([O-])OC.C([O-])(=O)C.[NH4+:28].[CH3:29]O>O>[CH3:1][O:2][C:3]1[CH:12]=[C:7]2[C:6](=[CH:5][C:4]=1[O:14][CH2:15][CH2:16][CH2:17][Cl:18])[N:13]=[CH:29][NH:28][C:8]2=[O:9] |f:2.3|. Procedure details: In a 1,000 mL volume stainless pressure-resistant vessel equipped with a stirrer, a thermometer and a pressure gauge were placed 161.5 g (0.59 mol) of methyl 5-methoxy-4-(3-chloropropoxy)anthranilate, 156.5 g (1.48 mol) of methyl orthoformate, 113.7 g (1.48 mol) of ammonium acetate, and 300 mL of methanol. The vessel was closed, and the reaction was carried out at 90-95° C. for 8 hours. The pressure in the vessel was 0.1-0.3 MPa (gauge pressure). After the reaction was complete, 600 mL of water ... The yield is 105.8%. Run at time 4.5 hour. Reactants: S(=O)(=O)(C1=CC=C(C)C=C1)Cl (tosyl chloride), C1CC(C1)CO (Cyclobutane carbinol), Cl (HCl). As a reaction SMILES: [CH2:1]1[CH2:4][CH:3]([CH2:5][OH:6])[CH2:2]1.[S:7](Cl)([C:10]1[CH:16]=[CH:15][C:13]([CH3:14])=[CH:12][CH:11]=1)(=[O:9])=[O:8].Cl>N1C=CC=CC=1>[C:13]1([CH3:14])[CH:15]=[CH:16][C:10]([S:7]([O:6][CH2:5][CH:3]2[CH2:4][CH2:1][CH2:2]2)(=[O:9])=[O:8])=[CH:11][CH:12]=1. Solvent: N1=CC=CC=C1 (pyridine). Product: C1(=CC=C(C=C1)S(=O)(=O)OCC1CCC1)C ((p-Toluenesulfonyloxy) (cyclobutyl) methane). Reported procedure: A solution of 24.4 g of Cyclobutane carbinol (prepared in Example 42A) in 570 ml of dry pyridine was stirred under argon at -10° C. and 81.0 g of tosyl chloride added in small portions. The reaction mixture was stirred at -10° C. to -0° C. for 4.5 hr, then poured into 1 liter of chilled 6 N HCl. The layers were separated and the aqueous layer extracted with ether-ethyl acetate. The combined extracts were washed with 10% aqueous sodium bicarbonate (NaHCO3), dried (MgSO4), filtered and evaporated ... Reactants: NCCN1C=C2N(C(N(C(C2=C1C1=CC(=CC=C1)Cl)=O)C)=O)C (6-(2-Amino-ethyl)-5-(3-chloro-phenyl)-1,3-dimethyl-1,6-dihydro-pyrrolo[3,4-d]pyrimidine-2,4-dione), BrC1=CC(=CC(=C1)C)C (1-bromo-3,5-dimethylbenzene). Product: NCCN1C=C2N(C(N(C(C2=C1C1=CC(=CC(=C1)C)C)=O)C)=O)C (6-(2-Aminoethyl)-5-(3,5-dimethylphenyl)-1,3-dimethyl-1H-pyrrolo[3,4-d]pyrimidine-2,4(3H,6H)-dione). As a reaction SMILES: [NH2:1][CH2:2][CH2:3][N:4]1[C:12](C2C=CC=C(Cl)C=2)=[C:11]2[C:6]([N:7]([CH3:23])[C:8](=[O:22])[N:9]([CH3:21])[C:10]2=[O:20])=[CH:5]1.Br[C:25]1[CH:30]=[C:29]([CH3:31])[CH:28]=[C:27]([CH3:32])[CH:26]=1>>[NH2:1][CH2:2][CH2:3][N:4]1[C:12]([C:25]2[CH:30]=[C:29]([CH3:31])[CH:28]=[C:27]([CH3:32])[CH:26]=2)=[C:11]2[C:6]([N:7]([CH3:23])[C:8](=[O:22])[N:9]([CH3:21])[C:10]2=[O:20])=[CH:5]1. Procedure details: The title compound was prepared analogously to Intermediate B by replacing 1-bromo-3-chlorobenzene with 1-bromo-3,5-dimethylbenzene; Reactants: BrC(Br)(Br)Br, COC1(c2ccc(C(F)(F)F)cc2CO)CCCC1, ClCCl, c1ccc(P(c2ccccc2)c2ccccc2)cc1. The product is COC1(c2ccc(C(F)(F)F)cc2CBr)CCCC1. As a reaction SMILES: [C:20]([Br:21])([Br:22])([Br:23])[Br:24].[CH3:1][O:2][C:3]1([c:8]2[c:9]([CH2:18][OH:19])[cH:10][c:11]([C:14]([F:15])([F:16])[F:17])[cH:12][cH:13]2)[CH2:4][CH2:5][CH2:6][CH2:7]1.[Cl:44][CH2:45][Cl:46].[c:25]1([P:26]([c:27]2[cH:28][cH:29][cH:30][cH:31][cH:32]2)[c:33]2[cH:34][cH:35][cH:36][cH:37][cH:38]2)[cH:39][cH:40][cH:41][cH:42][cH:43]1>>[CH3:1][O:2][C:3]1([c:8]2[c:9]([CH2:18][Br:21])[cH:10][c:11]([C:14]([F:15])([F:16])[F:17])[cH:12][cH:13]2)[CH2:4][CH2:5][CH2:6][CH2:7]1. Starting materials: [Br-], O=C1CCC(=O)N1Br, CC(C)(C)OC(=O)CC(=O)c1cnc(NC(=O)C(C)(C)C)cn1, CCC(C)=O, [Li+]. The product is CC(C)(C)OC(=O)C(Br)C(=O)c1cnc(NC(=O)C(C)(C)C)cn1. Reaction SMILES: [Br-:2].[Br:26][N:27]1[C:28](=[O:29])[CH2:30][CH2:31][C:32]1=[O:33].[C:3]([CH3:4])([CH3:5])([CH3:6])[O:7][C:8]([CH2:9][C:10](=[O:11])[c:12]1[n:13][cH:14][c:15]([NH:18][C:19]([C:20]([CH3:21])([CH3:22])[CH3:23])=[O:24])[n:16][cH:17]1)=[O:25].[CH3:34][C:35](=[O:36])[CH2:37][CH3:38].[Li+:1]>>[C:3]([CH3:4])([CH3:5])([CH3:6])[O:7][C:8]([CH:9]([C:10](=[O:11])[c:12]1[n:13][cH:14][c:15]([NH:18][C:19]([C:20]([CH3:21])([CH3:22])[CH3:23])=[O:24])[n:16][cH:17]1)[Br:26])=[O:25]. Reported procedure: In a four-neck 1000 mL flask equipped with a stirrer, a thermometer, a gas inlet tube, and a Dean-Stark condenser with a water measuring trap were placed 166.2 g (1.0 mol) of diglycerin, 237.3 g (1.5 mol) of isononanoic acid, and 150 mL of toluene as a solvent. Then, the reaction mixture was heated to 200 degrees C. under a flow of nitrogen gas in a rate of 20 mL/min. At the temperature, the reaction took place while distilling off the produced water with the solvent azeotropically. When the dis... The solvent is C1(=CC=CC=C1)C (toluene). The product is C(CCCCCC(C)C)(=O)O.OCC(O)CO.OCC(O)CO (Diglycerin isononanoate). Conditions: temperature 200 celsius. Reactants: C(C(COCC(CO)O)O)O (diglycerin), C(CCCCCC(C)C)(=O)O (isononanoic acid), O (water). RXN SMILES: C(O)C(O)C[O:4][CH2:5][CH:6]([OH:9])[CH2:7][OH:8].[C:12]([OH:22])(=[O:21])[CH2:13][CH2:14][CH2:15][CH2:16][CH2:17][CH:18]([CH3:20])[CH3:19].O>C1(C)C=CC=CC=1>[C:12]([OH:22])(=[O:21])[CH2:13][CH2:14][CH2:15][CH2:16][CH2:17][CH:18]([CH3:19])[CH3:20].[OH:4][CH2:5][CH:6]([CH2:7][OH:8])[OH:9].[OH:4][CH2:5][CH:6]([CH2:7][OH:8])[OH:9] |f:4.5.6|.